From a dataset of the Open Reaction Database (ORD), a public repository of structured organic reaction records. describe an organic reaction: reactants, conditions, products, and yield Starting materials: ClC1=C(C=CC(=C1)[N+](=O)[O-])NC=1C2=C(N=CC1)NC=C2 (N-(2-chloro-4-nitrophenyl)-1H-pyrrolo[2,3-b]pyridine-4-amine). Reagents/catalysts: [Fe](Cl)(Cl)Cl (iron(III) chloride), [Fe] (iron). Solvent: O (water), C(C)O (ethanol). Reaction conditions: temperature 80 celsius, time 3 hour. Yields the product ClC1=C(C=CC(=C1)N)NC1=C2C(=NC=C1)NC=C2 (2-Chloro-N1-1H-pyrrolo[2,3-b]pyridin-4-ylbenzene-1,4-diamine). RXN SMILES: [Cl:1][C:2]1[CH:7]=[C:6]([N+:8]([O-])=O)[CH:5]=[CH:4][C:3]=1[NH:11][C:12]1[C:13]2[CH:20]=[CH:19][NH:18][C:14]=2[N:15]=[CH:16][CH:17]=1>O.C(O)C.[Fe](Cl)(Cl)Cl.[Fe]>[Cl:1][C:2]1[CH:7]=[C:6]([NH2:8])[CH:5]=[CH:4][C:3]=1[NH:11][C:12]1[CH:17]=[CH:16][N:15]=[C:14]2[NH:18][CH:19]=[CH:20][C:13]=12. Procedure details: Variant B: A solution of 10 mg (60 μmol) of iron(III) chloride in 2.40 ml of water and then 38 mg (170 μmol) of powdered iron are added to a solution of 16 mg (60 μmol) of N-(2-chloro-4-nitrophenyl)-1H-pyrrolo[2,3-b]pyridine-4-amine in 3.60 ml of ethanol. After 3 h of stirring at 80° C., the suspension is filtered through kieselguhr and the kieselguhr is washed with ethanol. The solvent is removed under reduced pressure and the residue is dissolved in a mixture of dichloromethane/methanol 10:1 a...